From a dataset of the Open Reaction Database (ORD), a public repository of structured organic reaction records. describe an organic reaction: reactants, conditions, products, and yield RXN SMILES: [C:22](=[O:23])([O-:24])[O-:25].[CH3:28][S:29]([CH3:30])=[O:31].[CH3:32][c:33]1[cH:34][cH:35][cH:36][cH:37][cH:38]1.[CH:18]([CH3:19])([CH3:20])[I:21].[F:1][c:2]1[c:3](-[n:10]2[n:11][c:12]([CH3:17])[c:13]([CH3:16])[c:14]2[CH3:15])[cH:4][c:5]([OH:9])[c:6]([Cl:8])[cH:7]1.[K+:26].[K+:27].[OH2:39]>>[F:1][c:2]1[c:3](-[n:10]2[n:11][c:12]([CH3:17])[c:13]([CH3:16])[c:14]2[CH3:15])[cH:4][c:5]([O:9][CH:18]([CH3:19])[CH3:20])[c:6]([Cl:8])[cH:7]1. Reactants: O=C([O-])[O-], CS(C)=O, Cc1ccccc1, CC(C)I, Cc1nn(-c2cc(O)c(Cl)cc2F)c(C)c1C, [K+], [K+], O. The product is Cc1nn(-c2cc(OC(C)C)c(Cl)cc2F)c(C)c1C. Starting materials: C1(CCCCC1)N(C1=CC(=NC=N1)C(=O)NC1=CC=C(C=C1)C=O)CC1CC1 (6-[cyclohexyl(cyclopropylmethyl)amino]-N-(4-formylphenyl)pyrimidine-4-carboxamide), C1(CCCCC1)N(C1=CC(=NC=N1)C(=O)NC1=CC=C(C=C1)C=O)CC1CC1 (6-[cyclohexyl(cyclopropylmethyl)amino]-N-(4-formylphenyl)pyrimidine-4-carboxamide), Cl.COC(C(CC)N)=O (2-amino-butyric acid methyl ester hydrochloride). Yields the product C1(CCCCC1)N(C1=CC(=NC=N1)C(=O)NC1=CC=C(CNC(C(=O)OC)CC)C=C1)CC1CC1 (Methyl 2-({4-[({6-[cyclohexyl(cyclopropylmethyl)amino]pyrimidin-4-yl}carbonyl)amino]benzyl}amino)butanoate). Reaction SMILES: [CH:1]1([N:7]([CH2:25][CH:26]2[CH2:28][CH2:27]2)[C:8]2[N:13]=[CH:12][N:11]=[C:10]([C:14]([NH:16][C:17]3[CH:22]=[CH:21][C:20]([CH:23]=O)=[CH:19][CH:18]=3)=[O:15])[CH:9]=2)[CH2:6][CH2:5][CH2:4][CH2:3][CH2:2]1.Cl.[CH3:30][O:31][C:32](=[O:37])[CH:33]([NH2:36])[CH2:34][CH3:35]>>[CH:1]1([N:7]([CH2:25][CH:26]2[CH2:27][CH2:28]2)[C:8]2[N:13]=[CH:12][N:11]=[C:10]([C:14]([NH:16][C:17]3[CH:18]=[CH:19][C:20]([CH2:23][NH:36][CH:33]([CH2:34][CH3:35])[C:32]([O:31][CH3:30])=[O:37])=[CH:21][CH:22]=3)=[O:15])[CH:9]=2)[CH2:6][CH2:5][CH2:4][CH2:3][CH2:2]1 |f:1.2|. Reported procedure: Following the general method as outlined in Example 73, starting from 6-[cyclohexyl(cyclopropylmethyl)amino]-N-(4-formylphenyl)pyrimidine-4-carboxamide (Intermediate 24; 80.00 mg; 0.18 mmol) and 2-amino-butyric acid methyl ester hydrochloride (Sigma, 55 mg; 0.36 mmol), the title compound was obtained as a colorless oil after purification by column chromatography (silica) eluting with cyclohexane containing increasing amounts of EtOAc.